This data is from the Open Reaction Database (ORD), a public repository of structured organic reaction records. The task is: describe an organic reaction: reactants, conditions, products, and yield The reactants are COC(=O)c1cc(OC)nc(Cl)n1, Cc1[nH]c(C(=O)NC2CCNCC2)c(Cl)c1Cl, Cl. The product is COC(=O)c1cc(OC)nc(N2CCC(NC(=O)c3[nH]c(C)c(Cl)c3Cl)CC2)n1. As a reaction SMILES: [Cl:19][c:20]1[n:21][c:22]([O:30][CH3:31])[cH:23][c:24]([C:26](=[O:27])[O:28][CH3:29])[n:25]1.[Cl:2][c:3]1[c:4]([C:10](=[O:11])[NH:12][CH:13]2[CH2:14][CH2:15][NH:16][CH2:17][CH2:18]2)[nH:5][c:6]([CH3:9])[c:7]1[Cl:8].[ClH:1]>>[Cl:2][c:3]1[c:4]([C:10](=[O:11])[NH:12][CH:13]2[CH2:14][CH2:15][N:16]([c:20]3[n:21][c:22]([O:30][CH3:31])[cH:23][c:24]([C:26](=[O:27])[O:28][CH3:29])[n:25]3)[CH2:17][CH2:18]2)[nH:5][c:6]([CH3:9])[c:7]1[Cl:8].